From a dataset of the Open Reaction Database (ORD), a public repository of structured organic reaction records. describe an organic reaction: reactants, conditions, products, and yield Starting materials: O.O.[Sn](Cl)Cl (Tin(II) chloride dihydrate), C1(CCCCC1)C=1C=2C=CC=3C(NCCC=CCCNC(CN(C1C1=CC=C(C=C1)OCC1=C(C=CC(=C1)[N+](=O)[O-])N1CCN(CC1)S(=O)(=O)C)C2C3)=O)=O (17-cyclohexyl-18-[4-[2-(4-methanesulfonylpiperazin-1-yl)-5-nitrobenzyloxy]phenyl]-1,4,11-triazatricyclo[11.5.2.016,19]icosa-7,13(20),14,16(19),17-pentaene-3,12-dione). The solvent is C1CCOC1 (THF), C(C)O (ethanol). Product: C1(CCCCC1)C=1C=2C=CC=3C(NCCC=CCCNC(CN(C1C1=CC=C(C=C1)OCC1=C(C=CC(=C1)N)N1CCN(CC1)S(=O)(=O)C)C2C3)=O)=O (17-cyclohexyl-18-[4-[2-(4-methanesulfonylpiperazin-1-yl)-5-amino-benzyloxy]phenyl]-1,4,11-triazatricyclo[11.5.2.016,19]icosa-7,13(20),14,16(19),17-pentaene-3,12-dione). As a reaction SMILES: O.O.[Sn](Cl)Cl.[CH:6]1([C:12]2[C:13]3[CH:14]=[CH:15][C:16]4[C:17](=[O:60])[NH:18][CH2:19][CH2:20][CH:21]=[CH:22][CH2:23][CH2:24][NH:25][C:26](=[O:59])[CH2:27][N:28]([C:57]=3[CH:58]=4)[C:29]=2[C:30]2[CH:35]=[CH:34][C:33]([O:36][CH2:37][C:38]3[CH:43]=[C:42]([N+:44]([O-])=O)[CH:41]=[CH:40][C:39]=3[N:47]3[CH2:52][CH2:51][N:50]([S:53]([CH3:56])(=[O:55])=[O:54])[CH2:49][CH2:48]3)=[CH:32][CH:31]=2)[CH2:11][CH2:10][CH2:9][CH2:8][CH2:7]1>C1COCC1.C(O)C>[CH:6]1([C:12]2[C:13]3[CH:14]=[CH:15][C:16]4[C:17](=[O:60])[NH:18][CH2:19][CH2:20][CH:21]=[CH:22][CH2:23][CH2:24][NH:25][C:26](=[O:59])[CH2:27][N:28]([C:57]=3[CH:58]=4)[C:29]=2[C:30]2[CH:35]=[CH:34][C:33]([O:36][CH2:37][C:38]3[CH:43]=[C:42]([NH2:44])[CH:41]=[CH:40][C:39]=3[N:47]3[CH2:48][CH2:49][N:50]([S:53]([CH3:56])(=[O:54])=[O:55])[CH2:51][CH2:52]3)=[CH:32][CH:31]=2)[CH2:7][CH2:8][CH2:9][CH2:10][CH2:11]1 |f:0.1.2|. Procedure: Tin(II) chloride dihydrate (400 mg, 1.77 mmol) was added to a solution of 3 (55 mg, 0.0715 mmol) in THF (1 mL) and ethanol (1.5 mL). The reaction mixture was heated at reflux for 3 days, then allowed to cool down to room temperature. Then, volatiles were evaporated under vacuum and the residue was successively partitioned between a diluted solution of NaHCO3 and ethyl acetate, dried (Na2SO4) and evaporated. Purification by column chromatography (CH2Cl2/methanol, 97.5:2.5) afforded the title comp... Starting materials: [H-].[Na+] (sodium hydride), solution, ClC1=NC=NC(=C1)Cl (4,6-dichloropyrimidine), [H-].[Na+] (sodium hydride), [Cl-].[NH4+] (ammonium chloride), C(C#CC)O (2-butyn-1-ol), solution, ClC(C(C)O)(C)Cl (3,3-dichloro-2-butanol), solution. Run in O1CCCC1 (tetrahydrofuran), O1CCCC1 (tetrahydrofuran). Reaction conditions: time 10 minute. Product: C(C#CC)OC1=NC=NC(=C1)OC(C(C)(Cl)Cl)C (4-(2-butynyloxy)-6-(2,2-dichloro-1-methylpropyloxy)pyrimidine). Yield: 55.6%. Reaction SMILES: [H-].[Na+].[Cl:3][C:4]([Cl:9])([CH3:8])[CH:5]([OH:7])[CH3:6].Cl[C:11]1[CH:16]=[C:15](Cl)[N:14]=[CH:13][N:12]=1.[CH2:18]([OH:22])[C:19]#[C:20][CH3:21].[Cl-].[NH4+]>O1CCCC1>[CH2:18]([O:22][C:11]1[CH:16]=[C:15]([O:7][CH:5]([CH3:6])[C:4]([Cl:9])([Cl:3])[CH3:8])[N:14]=[CH:13][N:12]=1)[C:19]#[C:20][CH3:21] |f:0.1,5.6|. Reported procedure: In 6 ml of tetrahydrofuran was suspended 0.15 g of sodium hydride (60% in oil), to which 0.4 ml of a solution containing 0.45 g of 3,3-dichloro-2-butanol was added dropwise at 0° C., followed by stirring for 10 minutes. To this was added dropwise 0.4 ml of a solution containing 0.47 g of 4,6-dichloropyrimidine in tetrahydrofuran, followed by stirring at the same temperature for 4 hours. To this was added dropwise 0.4 ml of a solution containing 0.17 g of 2-butyn-1-ol at room temperature and furt... Reactants: NC=1C=NC=CC1 (3-aminopyridine), C(=O)(OC(C)(C)C)N1CCC(CC1)=O (1-Boc-4-piperidone). Yields the product C(C)(C)(C)OC(=O)N1CCC(CC1)NC=1C=NC=CC1 (4-(pyridin-3-ylamino)-piperidine-1-carboxylic acid tert-butyl ester). The yield is 1135.7%. Reaction SMILES: [NH2:1][C:2]1[CH:3]=[N:4][CH:5]=[CH:6][CH:7]=1.[C:8]([N:15]1[CH2:20][CH2:19][C:18](=O)[CH2:17][CH2:16]1)([O:10][C:11]([CH3:14])([CH3:13])[CH3:12])=[O:9]>>[C:11]([O:10][C:8]([N:15]1[CH2:20][CH2:19][CH:18]([NH:1][C:2]2[CH:3]=[N:4][CH:5]=[CH:6][CH:7]=2)[CH2:17][CH2:16]1)=[O:9])([CH3:14])([CH3:12])[CH3:13]. Procedure: Using general procedure A, 3-aminopyridine (1.43 g, 1.01 mmol) and 1-Boc-4-piperidone (3.0 g, 1.0 mmol) afforded 4-(pyridin-3-ylamino)-piperidine-1-carboxylic acid tert-butyl ester as a white solid (3.15 g, 92%). Reactants: ClC=1C=C(CBr)C=CC1F (3-chloro-4-fluorobenzyl bromide), C[Si](C)(C)[N-][Si](C)(C)C.[Li+] (lithium bis(trimethylsilyl)amide), C1CCOC1 (THF), O=C1CN(CCN1)C(=O)OC(C)(C)C (tert-butyl 3-oxopiperazine-1-carboxylate). The solvent is CN(C)C=O (DMF). Run at time 30 minute. Product: ClC=1C=C(CN2C(CN(CC2)C(=O)OC(C)(C)C)=O)C=CC1F (tert-Butyl 4-(3-chloro-4-fluorobenzyl)-3-oxopiperazine-1-carboxylate). Reaction SMILES: [O:1]=[C:2]1[NH:7][CH2:6][CH2:5][N:4]([C:8]([O:10][C:11]([CH3:14])([CH3:13])[CH3:12])=[O:9])[CH2:3]1.C[Si]([N-][Si](C)(C)C)(C)C.[Li+].C1COCC1.[Cl:30][C:31]1[CH:32]=[C:33]([CH:36]=[CH:37][C:38]=1[F:39])[CH2:34]Br>CN(C=O)C>[Cl:30][C:31]1[CH:32]=[C:33]([CH:36]=[CH:37][C:38]=1[F:39])[CH2:34][N:7]1[CH2:6][CH2:5][N:4]([C:8]([O:10][C:11]([CH3:14])([CH3:13])[CH3:12])=[O:9])[CH2:3][C:2]1=[O:1] |f:1.2|. Procedure: To a cold (0° C.) suspension of tert-butyl 3-oxopiperazine-1-carboxylate (2.0 g, 9.99 mmol) in DMF (20 mL) under an atmosphere of nitrogen, a solution of lithium bis(trimethylsilyl)amide in THF (10.69 mL, 10.69 mmol) was added and stirred at the temperature for 30 min. The resultant clear red brown solution was treated with 3-chloro-4-fluorobenzyl bromide (2.34 mL, 10.49 mmol), and stirred at 0° C. for 2 hours. The product mixture was concentrated under vacuum, and the residue partitioned betwee... The reactants are N[C@](C(=O)OCC)(C)C1=CC=CC=C1 ((R)-Ethyl 2-amino-2-phenylpropanoate), N[C@@](C(=O)OCC)(C)C1=CC=CC=C1 ((S)-Ethyl 2-amino-2-phenylpropanoate). Product: N[C@](CO)(C)C1=CC=CC=C1 ((R)-2-Amino-2-phenylpropan-1-ol), oil. Isolated yield 67.0%. As a reaction SMILES: [NH2:1][C@@:2]([C:9]1[CH:14]=[CH:13][CH:12]=[CH:11][CH:10]=1)([CH3:8])[C:3](OCC)=[O:4].N[C@](C1C=CC=CC=1)(C)C(OCC)=O>>[NH2:1][C@@:2]([C:9]1[CH:14]=[CH:13][CH:12]=[CH:11][CH:10]=1)([CH3:8])[CH2:3][OH:4]. Procedure: The title compound was prepared by the procedure of Example 445D substituting the product of Example 450B for the product of Example 445C to give a colorless viscous oil (0.57 g, 67%). [α]D23: −13.8°(c=1.05, EtOH). 1H-NMR (300 MHz, DMSO-d6) δ ppm: 1.28 (s, 3H), 1.76 (br-s, 2H), 3.39 (d, J=5.2 Hz, 2H), 4.72 (t, J=5.2 Hz, 1H), 7.12-7.20 (m, 1H), 7.22-7.32 (m, 2H), 7.44-7.54 (m, 2H). MS ESI+ m/z: 152 (M+H).